The task is: describe an organic reaction: reactants, conditions, products, and yield. This data is from the Open Reaction Database (ORD), a public repository of structured organic reaction records. The reactants are [Cl-].OC=1C=CC2=C([NH2+]C([Te]2)C)C1 (5-Hydroxy-2-methyl-3H-benzotellurazolium Chloride), C([O-])(O)=O.[Na+] (sodium bicarbonate). The solvent is O (water), O (water). Yields the product OC=1C=CC2=C(N=C([Te]2)C)C1 (5-Hydroxy-2-methylbenzotellurazole). As a reaction SMILES: [Cl-].[OH:2][C:3]1[CH:4]=[CH:5][C:6]2[Te:10][CH:9]([CH3:11])[NH2+:8][C:7]=2[CH:12]=1.C(=O)(O)[O-].[Na+]>O>[OH:2][C:3]1[CH:4]=[CH:5][C:6]2[Te:10][C:9]([CH3:11])=[N:8][C:7]=2[CH:12]=1 |f:0.1,2.3|. Procedure: 5-Hydroxy-2-methylbenzotellurazolium chloride (Example 17) (7.45 g) was dissolved in warm water (300 ml) and a slurry of sodium bicarbonate (8 g) in water was added slowly. The free base product separated as a cream colored amorphous solid, which was collected by filtration, washed with water, and dried in a vacuum over Drierite® brand calcium sulfate drying agent, yield 6.3 g. The material was then recrystallized from isopropanol (50 ml) to give a recovery of ≃4.0 g, m.p. 190°-192° C. The reactants are O=C(NC1CCCN(P(=O)(Nc2ccccc2)Nc2ccccc2)C1=O)OCc1ccccc1, CO, [Pd]. Product: NC1CCCN(P(=O)(Nc2ccccc2)Nc2ccccc2)C1=O. RXN SMILES: [CH2:1]([O:2][C:3](=[O:4])[NH:11][CH:12]1[C:13](=[O:34])[N:14]([P:18](=[O:19])([NH:20][c:21]2[cH:22][cH:23][cH:24][cH:25][cH:26]2)[NH:27][c:28]2[cH:29][cH:30][cH:31][cH:32][cH:33]2)[CH2:15][CH2:16][CH2:17]1)[c:5]1[cH:6][cH:7][cH:8][cH:9][cH:10]1.[CH3:35][OH:36].[Pd:37]>>[NH2:11][CH:12]1[C:13](=[O:34])[N:14]([P:18](=[O:19])([NH:20][c:21]2[cH:22][cH:23][cH:24][cH:25][cH:26]2)[NH:27][c:28]2[cH:29][cH:30][cH:31][cH:32][cH:33]2)[CH2:15][CH2:16][CH2:17]1.